Dataset: the Open Reaction Database (ORD), a public repository of structured organic reaction records. Task: describe an organic reaction: reactants, conditions, products, and yield Reactants: O[C@@H]1C=CC(C1)=O ((4S)-4-Hydroxy-2-cyclopenten-1-one), [Si](C)(C)(C(C)(C)C)Cl (tert-butyldimethylsilyl chloride), 4-N,N-dimethylaminopyridine, CN(C)CC (N,N-dimethylethylamine), C(C)(=O)OCC (ethyl acetate). Run in C(Cl)Cl (DCM). Conditions: time 24 hour. Product: CC(C)(C)[Si](O[C@@H]1C=CC(C1)=O)(C)C ((4S)-4-[[(1,1-Dimethylethyl)dimethylsilyl]oxy]-2-cyclopenten-1-one), crude product. Isolated yield 98.0%. As a reaction SMILES: [OH:1][C@H:2]1[CH2:6][C:5](=[O:7])[CH:4]=[CH:3]1.CN(CC)C.[Si:13](Cl)([C:16]([CH3:19])([CH3:18])[CH3:17])([CH3:15])[CH3:14].C(OCC)(=O)C>C(Cl)Cl>[CH3:17][C:16]([Si:13]([CH3:15])([CH3:14])[O:7][C@H:5]1[CH2:6][C:2](=[O:1])[CH:3]=[CH:4]1)([CH3:19])[CH3:18]. Reported procedure: To a 1-L round bottomed flask was charged (4S)-4-Hydroxy-2-cyclopenten-1-one (32) (20 g, 204 mmol, prepared described in Khanapure, S.; Najafi, N.; Manna, S.; Yang, J.; Rokash. J. J. Org. Chem., 1995, 60, 7448) in DCM (200 mL) followed by N,N-dimethylethylamine (47.7 g, 653 mmol), tert-butyldimethylsilyl chloride (46.1 g, 306 mmol) and a catalytic amount of 4-N,N-dimethylaminopyridine (1 g). The mixture was stirred at room temperature for 24 hours. The reaction mixture was poured into ethyl acet... Reactants: CC1(OB(OC1(C)C)C=1CCN(CC1)C(=O)OC(C)(C)C)C (tert-butyl 4-(4,4,5,5-tetramethyl-1,3,2-dioxaborolan-2-yl)-3,6-dihydropyridine-1(2H)-carboxylate), C([O-])([O-])=O.[K+].[K+] (potassium carbonate), C1(CC1)NC(C1=CC(=C(C=C1)C)N1C=NC2=CC=C(C=C2C1=O)I)=O (N-cyclopropyl-3-(6-iodo-4-oxoquinazolin-3(4H)-yl)-4-methylbenzamide). Reagents/catalysts: [Pd](Cl)Cl.C1(=CC=CC=C1)P([C-]1C=CC=C1)C1=CC=CC=C1.[C-]1(C=CC=C1)P(C1=CC=CC=C1)C1=CC=CC=C1.[Fe+2] (1,1′-bis(diphenylphosphino)ferrocene-palladium (II) dichloride). The solvent is C(C)(=O)OCC (ethyl acetate), CN(C)C=O (DMF). Reaction conditions: temperature 80 celsius, time 16 hour. Product: C1(CC1)NC(C1=CC(=C(C=C1)C)N1C=NC2=CC=C(C=C2C1=O)C=1CCNCC1)=O (N-cyclopropyl-4-methyl-3-[4-oxo-6-(1,2,3,6-tetrahydropyridin-4-yl)quinazolin-3(4H)-yl]benzamide). The yield is 43.7%. RXN SMILES: CC1(C)C(C)(C)OB([C:9]2[CH2:10][CH2:11][N:12](C(OC(C)(C)C)=O)[CH2:13][CH:14]=2)O1.C(=O)([O-])[O-].[K+].[K+].[CH:29]1([NH:32][C:33](=[O:53])[C:34]2[CH:39]=[CH:38][C:37]([CH3:40])=[C:36]([N:41]3[C:50](=[O:51])[C:49]4[C:44](=[CH:45][CH:46]=[C:47](I)[CH:48]=4)[N:43]=[CH:42]3)[CH:35]=2)[CH2:31][CH2:30]1>CN(C=O)C.C(OCC)(=O)C.[Pd](Cl)Cl.C1(P(C2C=CC=CC=2)[C-]2C=CC=C2)C=CC=CC=1.[C-]1(P(C2C=CC=CC=2)C2C=CC=CC=2)C=CC=C1.[Fe+2]>[CH:29]1([NH:32][C:33](=[O:53])[C:34]2[CH:39]=[CH:38][C:37]([CH3:40])=[C:36]([N:41]3[C:50](=[O:51])[C:49]4[C:44](=[CH:45][CH:46]=[C:47]([C:9]5[CH2:10][CH2:11][NH:12][CH2:13][CH:14]=5)[CH:48]=4)[N:43]=[CH:42]3)[CH:35]=2)[CH2:31][CH2:30]1 |f:1.2.3,7.8.9.10|. Procedure details: To a nitrogen flushed flask containing tert-butyl 4-(4,4,5,5-tetramethyl-1,3,2-dioxaborolan-2-yl)-3,6-dihydropyridine-1(2H)-carboxylate (1.04 g), potassium carbonate (0.869 g), and 1,1′-bis(diphenylphosphino)ferrocene-palladium (II) dichloride (0.11 g) was added a solution of N-cyclopropyl-3-(6-iodo-4-oxoquinazolin-3(4H)-yl)-4-methylbenzamide (1.0 g) in DMF (14 ml). The reaction mixture was stirred for 16 hours at 80° C. The reaction mixture was diluted with ethyl acetate and washed with water (... The reactants are ClCCl, O=[Mn]=O, Cc1nc(-c2cc(=O)oc3cc(CO)ccc23)cs1. The product is Cc1nc(-c2cc(=O)oc3cc(C=O)ccc23)cs1. As a reaction SMILES: [Cl:20][CH2:21][Cl:22].[O:23]=[Mn:24]=[O:25].[OH:1][CH2:2][c:3]1[cH:4][cH:5][c:6]2[c:7](-[c:14]3[n:15][c:16]([CH3:19])[s:17][cH:18]3)[cH:8][c:9](=[O:13])[o:10][c:11]2[cH:12]1>>[O:1]=[CH:2][c:3]1[cH:4][cH:5][c:6]2[c:7](-[c:14]3[n:15][c:16]([CH3:19])[s:17][cH:18]3)[cH:8][c:9](=[O:13])[o:10][c:11]2[cH:12]1. Reactants: C1CCNC1, Cc1c(Cc2cccc(S(=O)(=O)N3CCCCC3)c2)c2cc(F)ccc2n1CC(=O)O. The product is Cc1c(Cc2cccc(S(=O)(=O)N3CCCC3)c2)c2cc(F)ccc2n1CC(=O)O. Reaction SMILES: [CH2:1]1[CH2:2][NH:3][CH2:4][CH2:5]1.[F:6][c:7]1[cH:8][c:9]2[c:10]([CH2:21][c:22]3[cH:23][c:24]([S:28](=[O:29])(=[O:30])[N:31]4[CH2:32][CH2:33][CH2:34][CH2:35][CH2:36]4)[cH:25][cH:26][cH:27]3)[c:11]([CH3:20])[n:12]([CH2:16][C:17](=[O:18])[OH:19])[c:13]2[cH:14][cH:15]1>>[F:6][c:7]1[cH:8][c:9]2[c:10]([CH2:21][c:22]3[cH:23][c:24]([S:28](=[O:29])(=[O:30])[N:31]4[CH2:32][CH2:34][CH2:35][CH2:36]4)[cH:25][cH:26][cH:27]3)[c:11]([CH3:20])[n:12]([CH2:16][C:17](=[O:18])[OH:19])[c:13]2[cH:14][cH:15]1.